From a dataset of the Open Reaction Database (ORD), a public repository of structured organic reaction records. describe an organic reaction: reactants, conditions, products, and yield Reactants: S(=O)(Cl)Cl (Thionyl chloride), NC1=NC(=C(C(=N1)C)CC1=C(C=C(C=C1)CO)OC)NCCCCC ((4-((2-Amino-4-methyl-6-(pentylamino)pyrimidin-5-yl)methyl)-3-methoxyphenyl)methanol). Run in C(Cl)Cl (DCM). Reaction conditions: time 1 hour. Product: ClCC1=CC(=C(CC=2C(=NC(=NC2C)N)NCCCCC)C=C1)OC (5-(4-(Chloromethyl)-2-methoxybenzyl)-6-methyl-N4-pentylpyrimidine-2,4-diamine). As a reaction SMILES: S(Cl)([Cl:3])=O.[NH2:5][C:6]1[N:11]=[C:10]([CH3:12])[C:9]([CH2:13][C:14]2[CH:19]=[CH:18][C:17]([CH2:20]O)=[CH:16][C:15]=2[O:22][CH3:23])=[C:8]([NH:24][CH2:25][CH2:26][CH2:27][CH2:28][CH3:29])[N:7]=1>C(Cl)Cl>[Cl:3][CH2:20][C:17]1[CH:18]=[CH:19][C:14]([CH2:13][C:9]2[C:8]([NH:24][CH2:25][CH2:26][CH2:27][CH2:28][CH3:29])=[N:7][C:6]([NH2:5])=[N:11][C:10]=2[CH3:12])=[C:15]([O:22][CH3:23])[CH:16]=1. Procedure: Thionyl chloride (0.239 mL) was added portionwise to a solution of the product from step (v) (0.94 g) in DCM (20 mL) under nitrogen. The resulting solution was stirred at rt for 1 h. The solvent was evaporated under reduced pressure to give the subtitle compound as a colourless gum 0.99 g that was used without purification. Starting materials: Cc1nc(-n2cnn(CCOS(C)(=O)=O)c2=O)sc1C(=O)NCc1cccnc1, CO, NCc1ccc(F)cc1. As a reaction SMILES: [CH3:1][S:2]([O:3][CH2:6][CH2:7][n:8]1[n:9][cH:10][n:11](-[c:14]2[s:15][c:16]([C:20]([NH:21][CH2:22][c:23]3[cH:24][n:25][cH:26][cH:27][cH:28]3)=[O:29])[c:17]([CH3:19])[n:18]2)[c:12]1=[O:13])(=[O:4])=[O:5].[CH3:39][OH:40].[F:30][c:31]1[cH:32][cH:33][c:34]([CH2:37][NH2:38])[cH:35][cH:36]1>>[CH2:6]([CH2:7][n:8]1[n:9][cH:10][n:11](-[c:14]2[s:15][c:16]([C:20]([NH:21][CH2:22][c:23]3[cH:24][n:25][cH:26][cH:27][cH:28]3)=[O:29])[c:17]([CH3:19])[n:18]2)[c:12]1=[O:13])[NH:38][CH2:37][c:34]1[cH:33][cH:32][c:31]([F:30])[cH:36][cH:35]1. The product is Cc1nc(-n2cnn(CCNCc3ccc(F)cc3)c2=O)sc1C(=O)NCc1cccnc1. Starting materials: C(C)OC=1C(=CC2=C(C(=NCC(N2)=O)C2=CC=CC=C2)C1)OCC (7,8-diethoxy-5-phenyl-1,3-dihydro-2H-1,4-benzodiazepin-2-one), CI (MeI), C(C1=CC=CC=C1)Br (benzyl bromide). Product: C(C1=CC=CC=C1)N1C(CN=C(C2=C1C=C(C(=C2)OCC)OCC)C2=CC=CC=C2)=O (1-benzyl-7,8-diethoxy-5-phenyl-1,3-dihydro-2H-1,4-benzodiazepin-2-one). Procedure details: By replacing 5-(4-bromophenyl)-7,8-dimethoxy-1,3-dihydro-2H-1,4-benzodiazepin-2-one (XXIIaf) in example IIba by 7,8-diethoxy-5-phenyl-1,3-dihydro-2H-1,4-benzodiazepin-2-one (XXIIag), and MeI by benzyl bromide, and proceeding in the same manner, the abovenamed product is obtained. Yield: 32%. M: 158–160° C. 1H-NMR (CDCl3, 300 MHz): d 1.33 (t, 3H, CH3), 1.40 (t, 3H, CH3), 3.84–3.95 (m, 3H, OCH2+1H CH2) 4.04 (q, 2H OCH2), 4.87 (m, 1H CH2), 5.15 (AB system, ? d=0.74, JAB=15.4, 2H, —NCH2), 6.58 (s, 1... Yield: 32.0%. As a reaction SMILES: [CH2:1]([O:3][C:4]1[C:5]([O:22][CH2:23][CH3:24])=[CH:6][C:7]2[NH:13][C:12](=[O:14])[CH2:11][N:10]=[C:9]([C:15]3[CH:20]=[CH:19][CH:18]=[CH:17][CH:16]=3)[C:8]=2[CH:21]=1)[CH3:2].CI.[CH2:27](Br)[C:28]1[CH:33]=[CH:32][CH:31]=[CH:30][CH:29]=1>>[CH2:27]([N:13]1[C:7]2[CH:6]=[C:5]([O:22][CH2:23][CH3:24])[C:4]([O:3][CH2:1][CH3:2])=[CH:21][C:8]=2[C:9]([C:15]2[CH:20]=[CH:19][CH:18]=[CH:17][CH:16]=2)=[N:10][CH2:11][C:12]1=[O:14])[C:28]1[CH:33]=[CH:32][CH:31]=[CH:30][CH:29]=1.